Dataset: the Open Reaction Database (ORD), a public repository of structured organic reaction records. Task: describe an organic reaction: reactants, conditions, products, and yield Starting materials: CCN(CC)S(F)(F)F, O=C(NC1CCCC1O)NC(Cc1ccccc1)(c1cc(F)cc(OC(F)(F)C(F)F)c1)c1ccc(Cl)cn1, ClCCl. As a reaction SMILES: [CH2:40]([N:41]([S:42]([F:43])([F:44])[F:45])[CH2:46][CH3:47])[CH3:48].[Cl:1][c:2]1[cH:3][cH:4][c:5]([C:8]([CH2:9][c:10]2[cH:11][cH:12][cH:13][cH:14][cH:15]2)([c:16]2[cH:17][c:18]([F:29])[cH:19][c:20]([O:22][C:23]([CH:24]([F:25])[F:26])([F:27])[F:28])[cH:21]2)[NH:30][C:31](=[O:32])[NH:33][CH:34]2[CH:35]([OH:39])[CH2:36][CH2:37][CH2:38]2)[n:6][cH:7]1.[Cl:49][CH2:50][Cl:51]>>[Cl:1][c:2]1[cH:3][cH:4][c:5]([C:8]([CH2:9][c:10]2[cH:11][cH:12][cH:13][cH:14][cH:15]2)([c:16]2[cH:17][c:18]([F:29])[cH:19][c:20]([O:22][C:23]([CH:24]([F:25])[F:26])([F:27])[F:28])[cH:21]2)[NH:30][C:31]2=[N:33][CH:34]3[CH:35]([CH2:36][CH2:37][CH2:38]3)[O:39]2)[n:6][cH:7]1. Product: Fc1cc(OC(F)(F)C(F)F)cc(C(Cc2ccccc2)(NC2=NC3CCCC3O2)c2ccc(Cl)cn2)c1. Starting materials: CC(C(=O)[O-])S (methylthioglycolate), CCN(C(C)C)C(C)C (DIPEA), ClC1=NC=NC(=C1C=O)Cl (4,6-dichloropyrimidine-5-carbaldehyde), ClC1=NC=NC(=C1C=O)Cl (4,6-dichloropyrimidine-5-carbaldehyde). Run in C(Cl)Cl (DCM), C(Cl)Cl (DCM). Reaction conditions: temperature -10 celsius. Product: ClC1=C(C(=NC=N1)SCC(=O)OC)C=O (Methyl [(6-chloro-5-formylpyrimidin-4-yl)thio]acetate). Reaction SMILES: [CH3:1]CN(C(C)C)C(C)C.[Cl:10][C:11]1[C:16]([CH:17]=[O:18])=[C:15](Cl)[N:14]=[CH:13][N:12]=1.C[CH:21]([SH:25])[C:22]([O-:24])=[O:23]>C(Cl)Cl>[Cl:10][C:11]1[N:12]=[CH:13][N:14]=[C:15]([S:25][CH2:21][C:22]([O:24][CH3:1])=[O:23])[C:16]=1[CH:17]=[O:18]. Procedure: DIPEA (4.1 mL) was added to a solution of 4,6-dichloropyrimidine-5-carbaldehyde (intermediate 8) (4.2 g) in DCM (85 mL) under an inert atmosphere. The solution was cooled to −10° C. and methylthioglycolate (2.1 mL) in DCM (40 mL) was added dropwise over 30 minutes. The reaction mixture was allowed to warm to ambient temperature over 2 hours, washed with water (4×50 mL), dried (MgSO4), filtered and concentrated in vacuo to give the title compound as an orange oil which later solidified (5.4 g, 92... The reactants are [H-].C(C(C)C)[Al+]CC(C)C (diisobutylaluminum hydride), Cl (HCl), [N+](=O)([O-])C=1C=CC(=C(C(=O)OC)C1)B1OC(C(O1)(C)C)(C)C (methyl 5-nitro-2-(4,4,5,5-tetramethyl-1,3,2-dioxaborolan-2-yl)benzoate), CO (MeOH). Solvent: C(Cl)Cl (DCM), C(Cl)Cl (DCM). Reaction conditions: temperature 0 celsius, time 2 hour. The product is [N+](=O)([O-])C=1C=CC(=C(C1)CO)B1OC(C(O1)(C)C)(C)C ((5-nitro-2-(4,4,5,5-tetramethyl-1,3,2-dioxaborolan-2-yl)phenyl)methanol). Isolated yield 55.0%. As a reaction SMILES: [N+:1]([C:4]1[CH:5]=[CH:6][C:7]([B:14]2[O:18][C:17]([CH3:20])([CH3:19])[C:16]([CH3:22])([CH3:21])[O:15]2)=[C:8]([CH:13]=1)[C:9](OC)=[O:10])([O-:3])=[O:2].[H-].C([Al+]CC(C)C)C(C)C.CO.Cl>C(Cl)Cl>[N+:1]([C:4]1[CH:5]=[CH:6][C:7]([B:14]2[O:18][C:17]([CH3:20])([CH3:19])[C:16]([CH3:22])([CH3:21])[O:15]2)=[C:8]([CH2:9][OH:10])[CH:13]=1)([O-:3])=[O:2] |f:1.2|. Procedure: Methyl 5-nitro-2-(4,4,5,5-tetramethyl-1,3,2-dioxaborolan-2-yl)benzoate (C) (2.5 g, 8.14 mmol) was dissolved in DCM (25 mL), flushed with argon and cooled in an ice bath to 0° C. A solution of 1 M diisobutylaluminum hydride in DCM (20.5 mL, 20.35 mmol) was added dropwise so that the temperature remained below 3° C. over 2 h. The black reaction mixture was stirred at 0° C. for an additional 2 h. After this time, MeOH (3 mL) was added causing a yellow precipitate to form. 1 M aqueous HCl (50 mL) wa... The reactants are C, CCOC(C)=O, CCO, [H][H], [N-]=[N+]=NCc1ccc(C(c2cc(F)ccc2F)S(=O)(=O)c2ccc(Cl)cc2)nc1, [Pd]. Product: NCc1ccc(C(c2cc(F)ccc2F)S(=O)(=O)c2ccc(Cl)cc2)nc1. As a reaction SMILES: [C:38].[CH3:30][CH2:31][O:32][C:33](=[O:34])[CH3:35].[CH3:40][CH2:41][OH:42].[H:36][H:37].[N:1](=[N+:2]=[N-:3])[CH2:4][c:5]1[cH:6][cH:7][c:8]([CH:11]([c:12]2[c:13]([F:19])[cH:14][cH:15][c:16]([F:18])[cH:17]2)[S:20](=[O:21])(=[O:22])[c:23]2[cH:24][cH:25][c:26]([Cl:29])[cH:27][cH:28]2)[n:9][cH:10]1.[Pd:39]>>[NH2:1][CH2:4][c:5]1[cH:6][cH:7][c:8]([CH:11]([c:12]2[c:13]([F:19])[cH:14][cH:15][c:16]([F:18])[cH:17]2)[S:20](=[O:21])(=[O:22])[c:23]2[cH:24][cH:25][c:26]([Cl:29])[cH:27][cH:28]2)[n:9][cH:10]1. Reactants: OC(CN1CCNCC1)COCCCCCCCCCCCCCCCC (1-(2-hydroxy-3-n-hexadecyloxypropyl)-piperazine), CC1=CC=C(CCl)C=C1 (4-methylbenzyl chloride). The product is CC1=CC=C(CN2CCN(CC2)CC(COCCCCCCCCCCCCCCCC)O)C=C1 (1-(4-methylbenzyl)-4-(2-hydroxy-3-n-hexadecyloxypropyl)-piperazine). RXN SMILES: [OH:1][CH:2]([CH2:10][O:11][CH2:12][CH2:13][CH2:14][CH2:15][CH2:16][CH2:17][CH2:18][CH2:19][CH2:20][CH2:21][CH2:22][CH2:23][CH2:24][CH2:25][CH2:26][CH3:27])[CH2:3][N:4]1[CH2:9][CH2:8][NH:7][CH2:6][CH2:5]1.[CH3:28][C:29]1[CH:36]=[CH:35][C:32]([CH2:33]Cl)=[CH:31][CH:30]=1>>[CH3:28][C:29]1[CH:36]=[CH:35][C:32]([CH2:33][N:7]2[CH2:8][CH2:9][N:4]([CH2:3][CH:2]([OH:1])[CH2:10][O:11][CH2:12][CH2:13][CH2:14][CH2:15][CH2:16][CH2:17][CH2:18][CH2:19][CH2:20][CH2:21][CH2:22][CH2:23][CH2:24][CH2:25][CH2:26][CH3:27])[CH2:5][CH2:6]2)=[CH:31][CH:30]=1. Procedure details: Following the procedure of Example 5, 1-(2-hydroxy-3-n-hexadecyloxypropyl)-piperazine was reacted with 4-methylbenzyl chloride to form 1-(4-methylbenzyl)-4-(2-hydroxy-3-n-hexadecyloxypropyl)-piperazine, mp 238°-239° C. Starting materials: βGal(1→3/4)βGlcNAc, CC(=O)N[C@@H]1[C@H](C[C@](O[C@H]1[C@@H]([C@@H](CO)O)O)(C(=O)O)OP(=O)(O)OC[C@@H]2[C@H]([C@H]([C@@H](O2)N3C=CC(=NC3=O)N)O)O)O (CMP-sialic acid), O([C@H]1[C@H](O)[C@@H](O)[C@@H](O)[C@H](O1)CO)[C@@H]1[C@H]([C@H](O)O[C@@H]([C@H]1O)CO)NC(=O)C (βGal(1→3)βGlcNAc), O=C[C@H](O)[C@@H](O)[C@@H](O)[C@H](O)CO (galactose), OC(=O)C1(O)C[C@H](O)[C@@H](NC(=O)C)[C@@H](O1)[C@H](O)[C@H](O)CO (Neu5Ac), CC(=O)NC1C(CC(OC1C(C(CO)O)O)(C(=O)O)OP(=O)([O-])OC[C@@H]2[C@H]([C@H]([C@@H](O2)N3C=CC(=NC3=O)N)O)O)O.[Na+] (CMP-Neu5Ac), sialic acid. Yields the product OC(=O)[C@@]1(O[C@@H]2[C@H]([C@H](O)O[C@@H]([C@@H]2O)CO)O)C[C@H](O)[C@@H](NC(=O)C)[C@@H](O1)[C@H](O)[C@H](O)CO (αNeu5Ac(2→3)βGal). As a reaction SMILES: [CH3:1][C:2]([NH:4][C@H:5]1[C@H:10]([C@H:11]([OH:16])[C@H:12]([OH:15])[CH2:13][OH:14])[O:9][C@:8]([O:20]P(OC[C@H]2O[C@@H](N3C(=O)N=C(N)C=C3)[C@H](O)[C@@H]2O)(O)=O)([C:17]([OH:19])=[O:18])[CH2:7][C@@H:6]1[OH:41])=[O:3].OC(C1(O[C@@H]([C@@H]([C@@H](CO)O)O)[C@H](NC(C)=O)[C@@H](O)C1)O)=O.CC(NC1C(C(O)C(O)CO)OC(OP(OC[C@H]2O[C@@H](N3C(=O)N=C(N)C=C3)[C@H](O)[C@@H]2O)([O-])=O)(C(O)=O)CC1O)=O.[Na+].[O:105]([C@H]1[C@H](O)[C@@H](CO)O[C@@H](O)[C@@H]1NC(C)=O)[C@@H:106]1[O:114][C@H:113]([CH2:115][OH:116])[C@H:111]([OH:112])[C@H:109](O)[C@H:107]1[OH:108].O=C[C@@H]([C@H]([C@H]([C@@H](CO)O)O)O)O>>[OH:19][C:17]([C@@:8]1([O:9][C@@H:10]([C@@H:11]([C@@H:12]([CH2:13][OH:14])[OH:15])[OH:16])[C@H:5]([NH:4][C:2]([CH3:1])=[O:3])[C@@H:6]([OH:41])[CH2:7]1)[O:20][C@H:109]1[C@@H:111]([OH:112])[C@@H:113]([CH2:115][OH:116])[O:114][C@@H:106]([OH:105])[C@@H:107]1[OH:108])=[O:18] |f:2.3|. Reported procedure: The resulting CMP-sialic acid analogue (which in FIG. 3 is illustrated as the CMP derivative of Neu5Ac, i.e., CMP-Neu5Ac) is then combined with the derivatized βGal(1→3)βGlcNAc-OR compound in the presence of the βGal(1→3/4)βGlcNAc α(2→3)sialyltransferase under conditions wherein sialic acid is transferred to the 3 position of the galactose to form a αNeu5Ac(2→3)βGal linkage. Suitable conditions, known in the art, include the addition of the sialyltransferase to a mixture of the derivatized βGal(...